Dataset: the Open Reaction Database (ORD), a public repository of structured organic reaction records. Task: describe an organic reaction: reactants, conditions, products, and yield The reactants are CC(C)(C)c1ccc(Br)cc1, C1COCCN1, COCCOC, CCCCCCCCCCCC, [K+], [K+], [K+], O=C(C=Cc1ccccc1)C=Cc1ccccc1, O=C(C=Cc1ccccc1)C=Cc1ccccc1, O=C(C=Cc1ccccc1)C=Cc1ccccc1, O=P([O-])([O-])[O-], [Pd], [Pd]. Yields the product CC(C)(C)c1ccc(N2CCOCC2)cc1. As a reaction SMILES: [Br:9][c:10]1[cH:11][cH:12][c:13]([C:16]([CH3:17])([CH3:18])[CH3:19])[cH:14][cH:15]1.[CH2:20]1[CH2:21][O:22][CH2:23][CH2:24][NH:25]1.[CH3:26][O:27][CH2:28][CH2:29][O:30][CH3:31].[CH3:32][CH2:33][CH2:34][CH2:35][CH2:36][CH2:37][CH2:38][CH2:39][CH2:40][CH2:41][CH2:42][CH3:43].[K+:6].[K+:7].[K+:8].[O:46]=[C:47]([CH:48]=[CH:49][c:50]1[cH:51][cH:52][cH:53][cH:54][cH:55]1)[CH:56]=[CH:57][c:58]1[cH:59][cH:60][cH:61][cH:62][cH:63]1.[O:64]=[C:65]([CH:66]=[CH:67][c:68]1[cH:69][cH:70][cH:71][cH:72][cH:73]1)[CH:74]=[CH:75][c:76]1[cH:77][cH:78][cH:79][cH:80][cH:81]1.[O:82]=[C:83]([CH:84]=[CH:85][c:86]1[cH:87][cH:88][cH:89][cH:90][cH:91]1)[CH:92]=[CH:93][c:94]1[cH:95][cH:96][cH:97][cH:98][cH:99]1.[P:1]([O-:2])([O-:3])([O-:4])=[O:5].[Pd:44].[Pd:45]>>[c:10]1([N:25]2[CH2:20][CH2:21][O:22][CH2:23][CH2:24]2)[cH:11][cH:12][c:13]([C:16]([CH3:17])([CH3:18])[CH3:19])[cH:14][cH:15]1. The reactants are ice water, [Br-].C(C)OC(=O)C1=C(C[P+](C2=CC=CC=C2)(C2=CC=CC=C2)C2=CC=CC=C2)C=CC=C1 ((2-ethoxycarbonylbenzyl)-triphenylphosphonium bromide), C(C)(C)(C)OC(=O)N1C(OC[C@H]1C=O)(C)C ((S)-4-formyl-2,2-dimethyloxazolidine-3-carboxylic acid tert-butyl ester), C[Si](C)(C)[N-][Si](C)(C)C.[K+] (potassium bis(trimethylsilyl)amide). Run in C1(=CC=CC=C1)C (toluene). Product: C(C)(C)(C)OC(=O)N1C(OC[C@H]1C=CC1=C(C=CC=C1)C(=O)OCC)(C)C ((R)-4-[2-(2-Ethoxycarbonylphenyl)-vinyl]-2,2-dimethyl-oxazolidine-3-carboxylic Acid Tert-butyl Ester). Reaction SMILES: [Br-].[CH2:2]([O:4][C:5]([C:7]1[CH:32]=[CH:31][CH:30]=[CH:29][C:8]=1[CH2:9][P+](C1C=CC=CC=1)(C1C=CC=CC=1)C1C=CC=CC=1)=[O:6])[CH3:3].C[Si]([N-][Si](C)(C)C)(C)C.[K+].[C:43]([O:47][C:48]([N:50]1[C@H:54]([CH:55]=O)[CH2:53][O:52][C:51]1([CH3:58])[CH3:57])=[O:49])([CH3:46])([CH3:45])[CH3:44]>C1(C)C=CC=CC=1>[C:43]([O:47][C:48]([N:50]1[C@H:54]([CH:55]=[CH:9][C:8]2[CH:29]=[CH:30][CH:31]=[CH:32][C:7]=2[C:5]([O:4][CH2:2][CH3:3])=[O:6])[CH2:53][O:52][C:51]1([CH3:57])[CH3:58])=[O:49])([CH3:46])([CH3:44])[CH3:45] |f:0.1,2.3|. Reported procedure: To a suspension of (2-ethoxycarbonylbenzyl)-triphenylphosphonium bromide (9.0 g, 17.77 mmol) in toluene (100 mL) is added potassium bis(trimethylsilyl)amide (0.5M in toluene, 40 mL) followed by the addition of (S)-4-formyl-2,2-dimethyloxazolidine-3-carboxylic acid tert-butyl ester (3.4 g, 14.83 mmol) and the mixture is refluxed for 1 h. After cooling to RT, ice/water is added and the solution extracted with EtOAc. The organic layer is washed with brine, dried over MgSO4, filtered and concentrate... Reactants: COMPOUND 54, ClC1=NC=CC(=N1)Cl (2,4-dichloropyrimidine), N1CC(CCC1)NC(OC(C)(C)C)=O (tert-butyl piperidin-3-ylcarbamate). The product is C(C)(C)(C)OC(NC1CN(CCC1)C1=NC(=NC=C1)Cl)=O (tert-butyl(1-(2-chloropyrimidin-4-yl)piperidin-3-yl)carbamate). As a reaction SMILES: [Cl:1][C:2]1[N:7]=[C:6](Cl)[CH:5]=[CH:4][N:3]=1.[NH:9]1[CH2:14][CH2:13][CH2:12][CH:11]([NH:15][C:16](=[O:22])[O:17][C:18]([CH3:21])([CH3:20])[CH3:19])[CH2:10]1>>[C:18]([O:17][C:16](=[O:22])[NH:15][CH:11]1[CH2:12][CH2:13][CH2:14][N:9]([C:6]2[CH:5]=[CH:4][N:3]=[C:2]([Cl:1])[N:7]=2)[CH2:10]1)([CH3:21])([CH3:19])[CH3:20]. Procedure details: tert-butyl(1-(2-chloropyrimidin-4-yl)piperidin-3-yl)carbamate was prepared using the procedure similar to COMPOUND 54 using 2,4-dichloropyrimidine and tert-butyl piperidin-3-ylcarbamate. MS (ES+) C14H21ClN4O2 requires: 312. found: 313 [M+H]+ The reactants are OCc1ccc(Br)cc1, CN(C)C=O, Fc1cccnc1Cl, [H-], [Na+], O. The product is Fc1cccnc1OCc1ccc(Br)cc1. Reaction SMILES: [Br:6][c:7]1[cH:8][cH:9][c:10]([CH2:13][OH:14])[cH:11][cH:12]1.[CH3:1][N:2]([CH3:3])[CH:4]=[O:5].[Cl:17][c:18]1[n:19][cH:20][cH:21][cH:22][c:23]1[F:24].[H-:15].[Na+:16].[OH2:25]>>[Br:6][c:7]1[cH:8][cH:9][c:10]([CH2:13][O:14][c:18]2[n:19][cH:20][cH:21][cH:22][c:23]2[F:24])[cH:11][cH:12]1.